The task is: describe an organic reaction: reactants, conditions, products, and yield. This data is from the Open Reaction Database (ORD), a public repository of structured organic reaction records. Reactants: COc1cc2nc(N3CCNCC3)nc(N)c2cc1OC, C1COCCO1, O=C(Cl)c1ccon1. Yields the product Cl, COc1cc2nc(N3CCN(C(=O)c4ccon4)CC3)nc(N)c2cc1OC. Reaction SMILES: [NH2:9][c:10]1[n:11][c:12]([N:24]2[CH2:25][CH2:26][NH:27][CH2:28][CH2:29]2)[n:13][c:14]2[cH:15][c:16]([O:22][CH3:23])[c:17]([O:20][CH3:21])[cH:18][c:19]12.[O:30]1[CH2:31][CH2:32][O:33][CH2:34][CH2:35]1.[o:1]1[n:2][c:3]([C:6](=[O:7])[Cl:8])[cH:4][cH:5]1>>[ClH:8].[o:1]1[n:2][c:3]([C:6](=[O:7])[N:27]2[CH2:26][CH2:25][N:24]([c:12]3[n:11][c:10]([NH2:9])[c:19]4[c:14]([n:13]3)[cH:15][c:16]([O:22][CH3:23])[c:17]([O:20][CH3:21])[cH:18]4)[CH2:29][CH2:28]2)[cH:4][cH:5]1.